Dataset: the Open Reaction Database (ORD), a public repository of structured organic reaction records. Task: describe an organic reaction: reactants, conditions, products, and yield Starting materials: C1CCOC1 (THF), C(C)(=O)SCC(C)[C@H]1CC[C@H]2[C@@H]3CCC4=C(C(CC[C@]4(C)[C@H]3CC[C@]12C)=O)[N+](=O)[O-] (20-acetylthiomethyl-4-nitropregn-4-en-3-one), C(C)(=O)O (acetic acid). The solvent is [Li+].[OH-] (LiOH), CO (methanol). Reaction conditions: temperature 50 celsius, time 1 hour. Yields the product SCC(C)[C@H]1CC[C@H]2[C@@H]3CCC4=C(C(CC[C@]4(C)[C@H]3CC[C@]12C)=O)[N+](=O)[O-] (20-mercaptomethyl-4-nitropregn-4-en-3-one). Isolated yield 51.1%. Reaction SMILES: C([S:4][CH2:5][CH:6]([C@@H:8]1[C@:25]2([CH3:26])[C@H:11]([C@H:12]3[C@H:22]([CH2:23][CH2:24]2)[C@:20]2([CH3:21])[C:15](=[C:16]([N+:28]([O-:30])=[O:29])[C:17](=[O:27])[CH2:18][CH2:19]2)[CH2:14][CH2:13]3)[CH2:10][CH2:9]1)[CH3:7])(=O)C.C1COCC1.C(O)(=O)C>CO.[Li+].[OH-]>[SH:4][CH2:5][CH:6]([C@@H:8]1[C@:25]2([CH3:26])[C@H:11]([C@H:12]3[C@H:22]([CH2:23][CH2:24]2)[C@:20]2([CH3:21])[C:15](=[C:16]([N+:28]([O-:30])=[O:29])[C:17](=[O:27])[CH2:18][CH2:19]2)[CH2:14][CH2:13]3)[CH2:10][CH2:9]1)[CH3:7] |f:4.5|. Procedure: The thioacetate prepared in Example 9A (65 mg, 0.15 mmol) was dissolved in 2 mL methanol and 1 mL THF with 0.3 mL of IN LiOH. After stirring for 1 hour, 0.1 mL of acetic acid was added. The solution was extracted into ethyl acetate, washed with water and dried over magnesium sulfate. The product was dissolved into 1.0 ml acetic acid, heated to about 50° C. and concentrated in vacuo to give a light yellow solid (30 mg). Starting materials: ClC(Cl)(Cl)Cl, O=C(CCCl)Nc1ccc(C(F)(F)F)cc1, [H-], [Na+], c1ccccc1. Yields the product O=C1CCN1c1ccc(C(F)(F)F)cc1. Reaction SMILES: [C:25]([Cl:26])([Cl:27])([Cl:28])[Cl:29].[F:3][C:4]([c:5]1[cH:6][cH:7][c:8]([NH:11][C:12]([CH2:13][CH2:14][Cl:15])=[O:16])[cH:9][cH:10]1)([F:17])[F:18].[H-:1].[Na+:2].[cH:19]1[cH:20][cH:21][cH:22][cH:23][cH:24]1>>[F:3][C:4]([c:5]1[cH:6][cH:7][c:8]([N:11]2[C:12](=[O:16])[CH2:13][CH2:14]2)[cH:9][cH:10]1)([F:17])[F:18]. Starting materials: Cc1oc(-c2ccc(Br)cc2)nc1CCOS(C)(=O)=O, CCNCC, C1CCOC1. The product is CCN(CC)CCc1nc(-c2ccc(Br)cc2)oc1C. Reaction SMILES: [Br:6][c:7]1[cH:8][cH:9][c:10](-[c:13]2[o:14][c:15]([CH3:25])[c:16]([CH2:18][CH2:19][O:20][S:21]([CH3:22])(=[O:23])=[O:24])[n:17]2)[cH:11][cH:12]1.[CH2:1]([CH3:2])[NH:3][CH2:4][CH3:5].[CH2:26]1[O:27][CH2:28][CH2:29][CH2:30]1>>[CH2:1]([CH3:2])[N:3]([CH2:4][CH3:5])[CH2:19][CH2:18][c:16]1[c:15]([CH3:25])[o:14][c:13](-[c:10]2[cH:9][cH:8][c:7]([Br:6])[cH:12][cH:11]2)[n:17]1. Reactants: O=C([O-])[O-], CCO, N#CCc1ccc(Oc2ccc(NC(=O)c3ccc(Cl)c(Cl)c3)cn2)cc1, [K+], [K+], NO, O. Yields the product N=C(Cc1ccc(Oc2ccc(NC(=O)c3ccc(Cl)c(Cl)c3)cn2)cc1)NO. Reaction SMILES: [C:31](=[O:32])([O-:33])[O-:34].[CH3:37][CH2:38][OH:39].[Cl:1][c:2]1[cH:3][c:4]([C:5](=[O:6])[NH:7][c:8]2[cH:9][n:10][c:11]([O:14][c:15]3[cH:16][cH:17][c:18]([CH2:21][C:22]#[N:23])[cH:19][cH:20]3)[cH:12][cH:13]2)[cH:24][cH:25][c:26]1[Cl:27].[K+:35].[K+:36].[NH2:29][OH:30].[OH2:28]>>[Cl:1][c:2]1[cH:3][c:4]([C:5](=[O:6])[NH:7][c:8]2[cH:9][n:10][c:11]([O:14][c:15]3[cH:16][cH:17][c:18]([CH2:21][C:22]([NH:23][OH:28])=[NH:29])[cH:19][cH:20]3)[cH:12][cH:13]2)[cH:24][cH:25][c:26]1[Cl:27]. The reactants are B(O)O.C(=O)(O)C(O)C(O)C(=O)O (tartrate boronate), C(=O)C1=CS[C@H]2N([C@H]1C(=O)OC(C1=CC=CC=C1)C1=CC=CC=C1)C([C@H]2NC(CC2=CC=CC=C2)=O)=O (diphenylmethyl (4R, 6R, 7R)-3-formyl-7-phenylacetamidoceph-2-em-4-carboxylate), dimethyl (R,R)-2-allyl-1,3,2-dixoaborolane-4,5-dicarboxylate, O (water), C(C)(=O)OCC (ethyl acetate). Solvent: O1CCCC1 (tetrahydrofuran). Reaction conditions: temperature 20 celsius, time 10 minute. Product: OC(CC=C)C1=CS[C@H]2N([C@H]1C(=O)OC(C1=CC=CC=C1)C1=CC=CC=C1)C([C@H]2NC(CC2=CC=CC=C2)=O)=O (Diphenylmethyl (4R, 6R, 7R)-3-(1-hydroxybut-3-en-1-yl)-7-phenylacetamidoceph-2-em-4-carboxylate). RXN SMILES: B(O)O.[C:4]([CH:7]([CH:9](C(O)=O)O)O)(O)=O.[CH:14]([C:16]1[C@H:21]([C:22]([O:24][CH:25]([C:32]2[CH:37]=[CH:36][CH:35]=[CH:34][CH:33]=2)[C:26]2[CH:31]=[CH:30][CH:29]=[CH:28][CH:27]=2)=[O:23])[N:20]2[C:38](=[O:50])[C@@H:39]([NH:40][C:41](=[O:49])[CH2:42][C:43]3[CH:48]=[CH:47][CH:46]=[CH:45][CH:44]=3)[C@H:19]2[S:18][CH:17]=1)=[O:15].O.C(OCC)(=O)C>O1CCCC1>[OH:15][CH:14]([C:16]1[C@H:21]([C:22]([O:24][CH:25]([C:26]2[CH:27]=[CH:28][CH:29]=[CH:30][CH:31]=2)[C:32]2[CH:37]=[CH:36][CH:35]=[CH:34][CH:33]=2)=[O:23])[N:20]2[C:38](=[O:50])[C@@H:39]([NH:40][C:41](=[O:49])[CH2:42][C:43]3[CH:44]=[CH:45][CH:46]=[CH:47][CH:48]=3)[C@H:19]2[S:18][CH:17]=1)[CH2:9][CH:7]=[CH2:4] |f:0.1|. Reported procedure: via a tartrate boronate. A mixture of dimethyl (R,R)-2-allyl-1,3,2-dixoaborolane-4,5-dicarboxylate (0.67M in toluene, 1.8 ml, 1.2 mmol) and 0.4 nm molecular sieves (50 mg) was stirred at 20° C. for 10 minutes and then cooled to −70° C., and then a solution of diphenylmethyl (4R, 6R, 7R)-3-formyl-7-phenylacetamidoceph-2-em-4-carboxylate (100 mg, 0.2 mmol) in tetrahydrofuran (0.5 ml) was added dropwise. After 2 h at −70° C. the mixture was warned to 20° C. and water and ethyl acetate were added. T... Starting materials: FC=1C=C(C2=C(N=C(O2)C2=CC=C(C=C2)CNC)C1)C(=O)OC (Methyl 5-fluoro-2-(4-((methylamino)methyl)phenyl)benzo[d]oxazole-7-carboxylate), O.[NH4+] (ammonium water). The product is FC=1C=C(C2=C(N=C(O2)C2=CC=C(C=C2)CNC)C1)C(=O)N (5-fluoro-2-(4-((methylamino)methyl)phenyl)benzo[d]oxazole-7-carboxamide). The yield is 22.0%. As a reaction SMILES: [F:1][C:2]1[CH:3]=[C:4]([C:20]([O:22]C)=O)[C:5]2[O:9][C:8]([C:10]3[CH:15]=[CH:14][C:13]([CH2:16][NH:17][CH3:18])=[CH:12][CH:11]=3)=[N:7][C:6]=2[CH:19]=1.O.[NH4+:25]>>[F:1][C:2]1[CH:3]=[C:4]([C:20]([NH2:25])=[O:22])[C:5]2[O:9][C:8]([C:10]3[CH:15]=[CH:14][C:13]([CH2:16][NH:17][CH3:18])=[CH:12][CH:11]=3)=[N:7][C:6]=2[CH:19]=1 |f:1.2|. Reported procedure: Methyl 5-fluoro-2-(4-((methylamino)methyl)phenyl)benzo[d]oxazole-7-carboxylate (25 mg, 0.06 mmol) in ammonium water (2 mL) was stirred at 30° C. for 17 hr and the solvents were evaporated; the residue was purified by pre-HPLC to obtain 5-fluoro-2-(4-((methylamino)methyl)phenyl)benzo[d]oxazole-7-carboxamide as a white solid (4 mg, yield 22%). 1H-NMR (400 MHz, MeOD-d4) δ 2.07 (s, 1H), 2.41 (s, 3H), 3.85 (s, 2H), 7.52-7.55 (m, 2H), 7.57-7.61 (m, 2H), 8.25-8.27 (d, J=7.6 Hz, 2H); LC-MS (ESI) m/z 300... The product is C[Si](C)(C)CCOCn1nc(-c2cccc(NCc3ccc(Cl)cc3)n2)c2cnc(NCCN3CCOCC3)nc21. Reaction SMILES: [Br:1][c:2]1[cH:3][cH:4][cH:5][c:6](-[c:8]2[n:9][n:10]([CH2:26][O:27][CH2:28][CH2:29][Si:30]([CH3:31])([CH3:32])[CH3:33])[c:11]3[n:12][c:13]([NH:17][CH2:18][CH2:19][N:20]4[CH2:21][CH2:22][O:23][CH2:24][CH2:25]4)[n:14][cH:15][c:16]23)[n:7]1.[Cl:34][c:35]1[cH:36][cH:37][c:38]([CH2:39][NH2:40])[cH:41][cH:42]1.[N:43]#[N:44].[O:101]1[CH2:102][CH2:103][O:104][CH2:105][CH2:106]1.[O:47]=[C:48]([CH:49]=[CH:50][c:51]1[cH:52][cH:53][cH:54][cH:55][cH:56]1)[CH:57]=[CH:58][c:59]1[cH:60][cH:61][cH:62][cH:63][cH:64]1.[O:65]=[C:66]([CH:67]=[CH:68][c:69]1[cH:70][cH:71][cH:72][cH:73][cH:74]1)[CH:75]=[CH:76][c:77]1[cH:78][cH:79][cH:80][cH:81][cH:82]1.[O:83]=[C:84]([CH:85]=[CH:86][c:87]1[cH:88][cH:89][cH:90][cH:91][cH:92]1)[CH:93]=[CH:94][c:95]1[cH:96][cH:97][cH:98][cH:99][cH:100]1.[Pd:45].[Pd:46]>>[c:2]1([NH:40][CH2:39][c:38]2[cH:37][cH:36][c:35]([Cl:34])[cH:42][cH:41]2)[cH:3][cH:4][cH:5][c:6](-[c:8]2[n:9][n:10]([CH2:26][O:27][CH2:28][CH2:29][Si:30]([CH3:31])([CH3:32])[CH3:33])[c:11]3[n:12][c:13]([NH:17][CH2:18][CH2:19][N:20]4[CH2:21][CH2:22][O:23][CH2:24][CH2:25]4)[n:14][cH:15][c:16]23)[n:7]1. Reactants: C[Si](C)(C)CCOCn1nc(-c2cccc(Br)n2)c2cnc(NCCN3CCOCC3)nc21, NCc1ccc(Cl)cc1, N#N, C1COCCO1, O=C(C=Cc1ccccc1)C=Cc1ccccc1, O=C(C=Cc1ccccc1)C=Cc1ccccc1, O=C(C=Cc1ccccc1)C=Cc1ccccc1, [Pd], [Pd]. The solvent is ClCCl (dichloromethane). Yield: 32.3%. Reaction SMILES: [NH2:1][C:2]1[N:6]([CH3:7])[N:5]=[C:4]([C:8]2[CH:13]=[CH:12][C:11]([F:14])=[CH:10][CH:9]=2)[C:3]=1[C:15]1[CH:20]=[CH:19][N:18]=[CH:17][CH:16]=1.[C:21]1([N:27]=[C:28]=[O:29])[CH:26]=[CH:25][CH:24]=[CH:23][CH:22]=1.CN(C1C=CC=CN=1)C>ClCCl>[F:14][C:11]1[CH:10]=[CH:9][C:8]([C:4]2[C:3]([C:15]3[CH:20]=[CH:19][N:18]=[CH:17][CH:16]=3)=[C:2]([NH:1][C:28]([NH:27][C:21]3[CH:26]=[CH:25][CH:24]=[CH:23][CH:22]=3)=[O:29])[N:6]([CH3:7])[N:5]=2)=[CH:13][CH:12]=1. Yields the product FC1=CC=C(C=C1)C1=NN(C(=C1C1=CC=NC=C1)NC(=O)NC1=CC=CC=C1)C (3-(4-fluorophenyl)-1-methyl-5-(phenylaminocarbonylamino)-4-(4-pyridyl)pyrazole). Procedure: 150 mg of 5-amino-3-(4-fluorophenyl)-1-methyl-4-(4-pyridyl)pyrazole was dissolved in 5 ml of dichloromethane. Then, 80 mg of phenyl isocyanate and 80 mg of dimethylaminopyridine were added thereto, followed by stirring at room temperature overnight. After the reaction mixture was washed with water and dried over anhydrous magnesium sulfate, the solvent was distilled off under reduced pressure. The resulting residue was purified by column chromatography using 20 g of silica gel and eluted with ch... Reactants: C1(=CC=CC=C1)N=C=O (phenyl isocyanate), CN(C)C1=NC=CC=C1 (dimethylaminopyridine), NC1=C(C(=NN1C)C1=CC=C(C=C1)F)C1=CC=NC=C1 (5-amino-3-(4-fluorophenyl)-1-methyl-4-(4-pyridyl)pyrazole). Reaction conditions: time 8 hour. The reactants are C(C(C)(C)C)(=O)Cl (pivaloyl-chloride), NCCC1=CC=C(C=C1)O (tyramine), ClCCl.FC(C(=O)O)(F)F (dichloromethane trifluoroacetic acid). Conditions: time 4 hour. Product: C(C(C)(C)C)(=O)OC1=CC=C(C=C1)CCN (2-(4-pivaloyloxyphenyl)ethylamine), FC(C(=O)[O-])(F)F (trifluoroacetate). Reaction SMILES: [C:1](Cl)(=[O:6])[C:2]([CH3:5])([CH3:4])[CH3:3].[NH2:8][CH2:9][CH2:10][C:11]1[CH:16]=[CH:15][C:14]([OH:17])=[CH:13][CH:12]=1.ClCCl.[F:21][C:22]([F:27])([F:26])[C:23]([OH:25])=[O:24]>>[C:1]([O:17][C:14]1[CH:15]=[CH:16][C:11]([CH2:10][CH2:9][NH2:8])=[CH:12][CH:13]=1)(=[O:6])[C:2]([CH3:5])([CH3:4])[CH3:3].[F:21][C:22]([F:27])([F:26])[C:23]([O-:25])=[O:24] |f:2.3|. Procedure: A solution of pivaloyl-chloride (10.0 ml) was added dropwise to a stirred solution of tyramine (10.2 g) in a dichloromethane/trifluoroacetic acid mixture (1:1 v/v). The reaction mixture was stirred for 4 hours and the solvents then removed in vacuo. The syrupy residue was triturated with an ethyl acetate/diethyl ether mixture (3:1 v/v) to give 2-(4-pivaloyloxyphenyl)ethylamine as a colourless trifluoroacetate salt, m.p. 255°-257° C.; NMR: 1.3(s, 9H, pivaloyl-H), 2.85(m, 2H, CH2Ph), 3.05(m, 2H, C... Starting materials: C(C1=CC=CC=C1)N1CC=2N=C(N=C(C2CC1)O)C=1C=NC(=CC1)C(F)(F)F (7-Benzyl-2-[6-(trifluoromethyl)pyridin-3-yl]-5,6,7,8-tetrahydropyrido[3,4-d]pyrimidin-4-ol), P(=O)(Cl)(Cl)Cl (phosphorous oxychloride), C(C)N(C1=CC=CC=C1)CC (N,N-diethylaniline). Run at temperature 110 celsius, time 4 hour. Yields the product C(C1=CC=CC=C1)N1CC=2N=C(N=C(C2CC1)Cl)C=1C=NC(=CC1)C(F)(F)F (7-Benzyl-4-chloro-2-[6-(trifluoromethyl)pyridin-3-yl]-5,6,7,8-tetrahydropyrido[3,4-d]pyrimidine). Reaction SMILES: [CH2:1]([N:8]1[CH2:17][CH2:16][C:15]2[C:14](O)=[N:13][C:12]([C:19]3[CH:20]=[N:21][C:22]([C:25]([F:28])([F:27])[F:26])=[CH:23][CH:24]=3)=[N:11][C:10]=2[CH2:9]1)[C:2]1[CH:7]=[CH:6][CH:5]=[CH:4][CH:3]=1.P(Cl)(Cl)([Cl:31])=O.C(N(CC)C1C=CC=CC=1)C>>[CH2:1]([N:8]1[CH2:17][CH2:16][C:15]2[C:14]([Cl:31])=[N:13][C:12]([C:19]3[CH:20]=[N:21][C:22]([C:25]([F:28])([F:27])[F:26])=[CH:23][CH:24]=3)=[N:11][C:10]=2[CH2:9]1)[C:2]1[CH:7]=[CH:6][CH:5]=[CH:4][CH:3]=1. Reported procedure: A mixture of 232 mg (0.6 mmol) of 7-benzyl-2-[6-(trifluoromethyl)pyridin-3-yl]-5,6,7,8-tetrahydropyrido[3,4-d]pyrimidin-4-ol from Step A and 1.0 mL of phosphorous oxychloride in a 25-mL round bottom flask was treated with 90 mg (0.095 mL, 0.6 mmol) of N,N-diethylaniline. The mixture was warmed to 110° C. After 4 h, it was cooled to ambient temperature and concentrated in vacuo. Water (15–20 mL) was added. The mixture was neutralized by the addition of solid sodium bicarbonate and extracted with ...